From a dataset of the Open Reaction Database (ORD), a public repository of structured organic reaction records. describe an organic reaction: reactants, conditions, products, and yield Starting materials: solid, Cl.Cl.O1CCC2=C1C=CC=C2C2CCN(CC2)CC[C@@H]2CC[C@H](CC2)N (trans-4-{2-[4-(2,3-dihydro-benzofuran-4-yl)-piperidin-1-yl]-ethyl}-cyclohexylamine dihydrochloride), Cl.Cl.O1CCC2=C1C=CC=C2C2CCN(CC2)CC[C@@H]2CC[C@H](CC2)N (trans-4-{2-[4-(2,3-dihydro-benzofuran-4-yl)-piperidin-1-yl]-ethyl}-cyclohexylamine dihydrochloride), C(C)(C)(C)C1=CC=C(C(=O)O)C=C1 (4-tert-butyl-benzoic acid). Product: C(C)(C)(C)C1=CC=C(C(=O)N[C@@H]2CC[C@H](CC2)CCN2CCC(CC2)C2=CC=CC3=C2CCO3)C=C1 (trans-4-tert-Butyl-N-(4-{2-[4-(2,3-dihydro-benzofuran-4-yl)-piperidin-1-yl]-ethyl}-cyclohexyl)-benzamide). Reaction SMILES: Cl.Cl.[O:3]1[C:7]2[CH:8]=[CH:9][CH:10]=[C:11]([CH:12]3[CH2:17][CH2:16][N:15]([CH2:18][CH2:19][C@H:20]4[CH2:25][CH2:24][C@H:23]([NH2:26])[CH2:22][CH2:21]4)[CH2:14][CH2:13]3)[C:6]=2[CH2:5][CH2:4]1.[C:27]([C:31]1[CH:39]=[CH:38][C:34]([C:35](O)=[O:36])=[CH:33][CH:32]=1)([CH3:30])([CH3:29])[CH3:28]>>[C:27]([C:31]1[CH:32]=[CH:33][C:34]([C:35]([NH:26][C@H:23]2[CH2:22][CH2:21][C@H:20]([CH2:19][CH2:18][N:15]3[CH2:16][CH2:17][CH:12]([C:11]4[C:6]5[CH2:5][CH2:4][O:3][C:7]=5[CH:8]=[CH:9][CH:10]=4)[CH2:13][CH2:14]3)[CH2:25][CH2:24]2)=[O:36])=[CH:38][CH:39]=1)([CH3:30])([CH3:28])[CH3:29] |f:0.1.2|. Procedure: The title compound, light yellow solid (98 mg, 80%), MS (ISP) m/z=489.4 [(M+H)+], mp 208° C., was prepared in accordance with the general method of example 1 from trans-4-{2-[4-(2,3-dihydro-benzofuran-4-yl)-piperidin-1-yl]-ethyl}-cyclohexylamine dihydrochloride (intermediate B) (100 mg, 0.25 mmol) and 4-tert-butyl-benzoic acid. Yields the product CC1=CC=C(C=C1)C=1C=CC2=C(C=C(CCC2)C(=O)N[C@@H]2CC[C@H](CC2)CN(C2CCOCC2)C)C1 (trans-2-(4-methylphenyl)-N-[4-[N-methyl-N-(tetrahydropyran-4-yl)aminomethyl]cyclohexyl]-6,7-dihydro-5H-benzocycloheptene-8-carboxamide). Reported procedure: Into a suspension of 2-(4-methylphenyl)-6,7-dihydro-5H-benzocycloheptene-8-carboxylic acid (200 mg) and 1-hydroxybenzotriazole (146 mg) in acetonitrile (10 ml) was added at room temperature 1-ethyl-3-(3′-dimethylaminopropyl)carbodiimide hydrochloride (207 mg), and the resulting mixture was stirred for 2 hours. Into the reaction mixture was added a solution of trans-4-[N-methyl-N-(tetrahydropyran-4-yl)aminomethyl]cyclohexylamine dihydrochloride (323 mg), 1,8-diazabicyclo[5,4,0]-7-undecene (326 mg... Yield: 72.3%. Reaction conditions: time 2 hour. Reaction SMILES: [CH3:1][C:2]1[CH:7]=[CH:6][C:5]([C:8]2[CH:9]=[CH:10][C:11]3[CH2:17][CH2:16][CH2:15][C:14]([C:18](O)=[O:19])=[CH:13][C:12]=3[CH:21]=2)=[CH:4][CH:3]=1.ON1C2C=CC=CC=2N=N1.Cl.C(N=C=NCCCN(C)C)C.Cl.Cl.[CH3:46][N:47]([CH2:54][C@H:55]1[CH2:60][CH2:59][C@H:58]([NH2:61])[CH2:57][CH2:56]1)[CH:48]1[CH2:53][CH2:52][O:51][CH2:50][CH2:49]1.C1CCN2C(=NCCC2)CC1>C(#N)C.C(N(CC)CC)C>[CH3:1][C:2]1[CH:3]=[CH:4][C:5]([C:8]2[CH:9]=[CH:10][C:11]3[CH2:17][CH2:16][CH2:15][C:14]([C:18]([NH:61][C@H:58]4[CH2:57][CH2:56][C@H:55]([CH2:54][N:47]([CH3:46])[CH:48]5[CH2:53][CH2:52][O:51][CH2:50][CH2:49]5)[CH2:60][CH2:59]4)=[O:19])=[CH:13][C:12]=3[CH:21]=2)=[CH:6][CH:7]=1 |f:2.3,4.5.6|. Solvent: C(C)#N (acetonitrile), C(C)N(CC)CC (triethylamine), C(C)#N (acetonitrile). Reactants: Cl.Cl.CN(C1CCOCC1)C[C@@H]1CC[C@H](CC1)N (trans-4-[N-methyl-N-(tetrahydropyran-4-yl)aminomethyl]cyclohexylamine dihydrochloride), C1CCC2=NCCCN2CC1 (1,8-diazabicyclo[5,4,0]-7-undecene), CC1=CC=C(C=C1)C=1C=CC2=C(C=C(CCC2)C(=O)O)C1 (2-(4-methylphenyl)-6,7-dihydro-5H-benzocycloheptene-8-carboxylic acid), ON1N=NC2=C1C=CC=C2 (1-hydroxybenzotriazole), Cl.C(C)N=C=NCCCN(C)C (1-ethyl-3-(3′-dimethylaminopropyl)carbodiimide hydrochloride). Starting materials: [C@@H]1([C@@H](O)[C@H](O)[C@H](O1)CO)N1C2=NC=NC(=C2N=C1)Cl (9-(β-D-Arabinofuranosyl)-6-chloropurine), [N-]=[N+]=[N-].[Li+] (lithium azide). Solvent: CN(C)C=O (DMF). Run at time 2 day. Yields the product [C@@H]1([C@@H](O)[C@H](O)[C@H](O1)CO)N1C2=NC=NC(=C2N=C1)N=[N+]=[N-] (9-(β-D-Arabinofuranosyl)-6-azidopurine). Yield: 36.3%. Reaction SMILES: [C@@H:1]1([N:10]2[CH:18]=[N:17][C:16]3[C:11]2=[N:12][CH:13]=[N:14][C:15]=3Cl)[O:7][C@H:6]([CH2:8][OH:9])[C@@H:4]([OH:5])[C@@H:2]1[OH:3].[N-:20]=[N+:21]=[N-:22].[Li+]>CN(C=O)C>[C@@H:1]1([N:10]2[CH:18]=[N:17][C:16]3[C:11]2=[N:12][CH:13]=[N:14][C:15]=3[N:20]=[N+:21]=[N-:22])[O:7][C@H:6]([CH2:8][OH:9])[C@@H:4]([OH:5])[C@@H:2]1[OH:3] |f:1.2|. Reported procedure: A solution of 4 (170 mg, 0.63 mmol) in DMF (5 ml) was treated with lithium azide (270 mg, 5.52 mmol) and stirred for two days at room temperature. The solvent was evaporated under reduced pressure at 40° C. and the crude oil was recrystallized from MeOH to obtain pure 5 (67 mg, 38.4%): mp 185-190° C. (dec.); UVλmax (water) pH 2: 205.0 (15,506), 287.0 (6,496); pH 7: 208.5 nm (12,943), 287.5 nm (6033); pH 11: 222.5 nm (6,730); 1H NMR (DMSO-d6) δ 3.66-3.90 (m, 3H, H-5′, H-4′), 4.16-4.33 (m, 2H, H-2... Starting materials: O=C(CCC(=O)O)C1C(CCCC1)=O (4-Oxo-4-(2-oxocyclohexyl)-n-butyric acid), ClC1=CC=C(C=C1)C1CCNCC1 (4-(4-chlorophenyl)piperidine), FC1=CC=C(C=C1)N1CCNCC1 (1-(4-fluorophenyl)piperazine), N=1NC(=C2CCCCC12)CCC(=O)O (3-(4,5,6,7-tetrahydro-2H-indazol-3-yl)propionic acid). Yields the product FC1=CC=C(C=C1)N1CCN(CC1)C(CCC(C1C(CCCC1)=O)=O)=O (4-(4-fluorophenyl)-1-(4-oxo-4-(2-oxocyclohexyl)butyryl)piperazine). Isolated yield 102.8%. RXN SMILES: [O:1]=[C:2]([CH:8]1[CH2:13][CH2:12][CH2:11][CH2:10][C:9]1=[O:14])[CH2:3][CH2:4][C:5]([OH:7])=O.[F:15][C:16]1[CH:21]=[CH:20][C:19]([N:22]2[CH2:27][CH2:26][NH:25][CH2:24][CH2:23]2)=[CH:18][CH:17]=1.N1NC(CCC(O)=O)=C2C=1CCCC2.ClC1C=CC(C2CCNCC2)=CC=1>>[F:15][C:16]1[CH:17]=[CH:18][C:19]([N:22]2[CH2:27][CH2:26][N:25]([C:5](=[O:7])[CH2:4][CH2:3][C:2](=[O:1])[CH:8]3[CH2:13][CH2:12][CH2:11][CH2:10][C:9]3=[O:14])[CH2:24][CH2:23]2)=[CH:20][CH:21]=1. Reported procedure: 4-Oxo-4-(2-oxocyclohexyl)-n-butyric acid (4.0 g) and 1-(4-fluorophenyl)piperazine (3.6 g) were used instead of 3-(4,5,6,7-tetrahydro-2H-indazol-3-yl)propionic acid obtained in Example 102 and 4-(4-chlorophenyl)piperidine, 7.4 g of 4-(4-fluorophenyl)-1-(4-oxo-4-(2-oxocyclohexyl)butyryl)piperazine was obtained. Solvent: N1=CC=CC=C1 (pyridine), N1=CC=CC=C1 (pyridine). Procedure details: 10 Grams of solanesol were dissolved in 50 ml of pyridine and the solution was added with a solution of 4.5 g. of nicotinic acid chloride in pyridine dropwise over 30 minutes. After completion of the addition, the mixture was stirred at room temperature for two hours to complete the reaction. The reaction product was diluted with-hexane, washed with water and concentrated. The concentrate was purified by chromatography with 80 g. of silica gel in n-hexane/ether solvent mixture as elution solvent... Reactants: C(C1=CN=CC=C1)(=O)Cl (nicotinic acid chloride), CC(=CCC/C(=C/CC/C(=C/CC/C(=C/CC/C(=C/CC/C(=C/CC/C(=C/CC/C(=C/CC/C(=C/CO)/C)/C)/C)/C)/C)/C)/C)/C)C (solanesol), CCCCCC (hexane). As a reaction SMILES: [CH3:1][C:2]([CH3:46])=[CH:3][CH2:4][CH2:5]/[C:6](/[CH3:45])=[CH:7]/[CH2:8][CH2:9]/[C:10](/[CH3:44])=[CH:11]/[CH2:12][CH2:13]/[C:14](/[CH3:43])=[CH:15]/[CH2:16][CH2:17]/[C:18](/[CH3:42])=[CH:19]/[CH2:20][CH2:21]/[C:22](/[CH3:41])=[CH:23]/[CH2:24][CH2:25]/[C:26](/[CH3:40])=[CH:27]/[CH2:28][CH2:29]/[C:30](/[CH3:39])=[CH:31]/[CH2:32][CH2:33]/[C:34](/[CH3:38])=[CH:35]/[CH2:36][OH:37].[C:47](Cl)(=[O:54])[C:48]1[CH:53]=[CH:52][CH:51]=[N:50][CH:49]=1.CCCCCC>N1C=CC=CC=1>[C:47]([O:37][CH2:36][CH:35]=[C:34]([CH3:38])[CH2:33][CH2:32][CH:31]=[C:30]([CH3:39])[CH2:29][CH2:28][CH:27]=[C:26]([CH3:40])[CH2:25][CH2:24][CH:23]=[C:22]([CH3:41])[CH2:21][CH2:20][CH:19]=[C:18]([CH3:42])[CH2:17][CH2:16][CH:15]=[C:14]([CH3:43])[CH2:13][CH2:12][CH:11]=[C:10]([CH3:44])[CH2:9][CH2:8][CH:7]=[C:6]([CH3:45])[CH2:5][CH2:4][CH:3]=[C:2]([CH3:46])[CH3:1])(=[O:54])[C:48]1[CH:53]=[CH:52][CH:51]=[N:50][CH:49]=1. Product: C(C1=CN=CC=C1)(=O)OCC=C(CCC=C(CCC=C(CCC=C(CCC=C(CCC=C(CCC=C(CCC=C(CCC=C(C)C)C)C)C)C)C)C)C)C (3,7,11,15,19,23,27,31,35-Nonamethyl-2,6,10,14,18,22,26,30,34-hexatriacontanonaenyl nicotinate). Reaction conditions: time 2 hour.